Dataset: the Open Reaction Database (ORD), a public repository of structured organic reaction records. Task: describe an organic reaction: reactants, conditions, products, and yield Starting materials: CN1N=C(N=N1)C1=CC(=C(C(=C1)C)O)C (2-methyl-5-(3,5-dimethyl-4-hydroxyphenyl)tetrazole), Intermediate 5, CC1=C(C(=CC(=C1)C#N)C)O (2,6-dimethyl-4-cyanophenol). Yields the product CN1N=C(N=N1)C1=CC=C(C=C1)O (2-methyl-5-(4-hydroxyphenyl)tetrazole). RXN SMILES: [CH3:1][N:2]1[N:6]=[N:5][C:4]([C:7]2[CH:12]=[C:11](C)[C:10]([OH:14])=[C:9](C)[CH:8]=2)=[N:3]1.CC1C=C(C#N)C=C(C)C=1O>>[CH3:1][N:2]1[N:6]=[N:5][C:4]([C:7]2[CH:12]=[CH:11][C:10]([OH:14])=[CH:9][CH:8]=2)=[N:3]1. Procedure: Preparation of 2-methyl-5-(3,5-dimethyl-4-hydroxyphenyl)tetrazole was prepared by the procedure described above for Intermediate 5 starting with 2,6-dimethyl-4-cyanophenol. The reactants are C([O-])(O)=O.[Na+] (sodium bicarbonate), NC1=CC=C(C(=O)N(C=2C=NC=CC2)CCN2CCC(CC2)C(C2=CC=C(C=C2)F)=O)C=C1 (4-Amino-N-{2-[4-(4-fluorobenzoyl)piperidino]ethyl}-N-(3-pyridyl)benzamide), FC(C(=O)O)(F)F (trifluoroacetic acid), N1=CC=CC=C1 (pyridine). The solvent is C(Cl)Cl (methylene chloride). Reaction conditions: time 3 hour. The product is FC(C(=O)NC1=CC=C(C(=O)N(C=2C=NC=CC2)CCN2CCC(CC2)C(C2=CC=C(C=C2)F)=O)C=C1)(F)F (4-Trifluoroacetylamino-N-{2-[4-(4-fluorobenzoyl)piperidino]ethyl}-N-(3-pyridyl)benzamide). Yield: 81.2%. Reaction SMILES: [NH2:1][C:2]1[CH:33]=[CH:32][C:5]([C:6]([N:8]([CH2:15][CH2:16][N:17]2[CH2:22][CH2:21][CH:20]([C:23](=[O:31])[C:24]3[CH:29]=[CH:28][C:27]([F:30])=[CH:26][CH:25]=3)[CH2:19][CH2:18]2)[C:9]2[CH:10]=[N:11][CH:12]=[CH:13][CH:14]=2)=[O:7])=[CH:4][CH:3]=1.N1C=CC=CC=1.[F:40][C:41]([F:46])([F:45])[C:42](O)=[O:43].C(=O)(O)[O-].[Na+]>C(Cl)Cl>[F:40][C:41]([F:46])([F:45])[C:42]([NH:1][C:2]1[CH:33]=[CH:32][C:5]([C:6]([N:8]([CH2:15][CH2:16][N:17]2[CH2:22][CH2:21][CH:20]([C:23](=[O:31])[C:24]3[CH:25]=[CH:26][C:27]([F:30])=[CH:28][CH:29]=3)[CH2:19][CH2:18]2)[C:9]2[CH:10]=[N:11][CH:12]=[CH:13][CH:14]=2)=[O:7])=[CH:4][CH:3]=1)=[O:43] |f:3.4|. Reported procedure: 4-Amino-N-{2-[4-(4-fluorobenzoyl)piperidino]ethyl}-N-(3-pyridyl)benzamide (229.3 mg, 0.51 mmol) was dissolved in methylene chloride (2.0 ml) to which were subsequently added pyridine (0.05 ml, 0.62 mmol) and anhydrous trifluoroacetic acid (0.09 ml, 0.64 mmol) at 0° C. After 3 hours of stirring at 0° C. to room temperature, the reaction solution was mixed with saturated sodium bicarbonate aqueous solution and extracted with chloroform. The resulting organic layer was washed with saturated sodium ... Starting materials: [N+](=O)([O-])C=1C=C(C=NO)C=CC1 (3-nitrobenzaldoxime), C(Cl)(Cl)Cl (chloroform). Product: ClC(C1=CC(=CC=C1)[N+](=O)[O-])=NO (α-Chloro-3-Nitrobenzaldoxime). The yield is 93.7%. RXN SMILES: [N+:1]([C:4]1[CH:5]=[C:6]([CH:10]=[CH:11][CH:12]=1)[CH:7]=[N:8][OH:9])([O-:3])=[O:2].C(Cl)(Cl)[Cl:14]>>[Cl:14][C:7](=[N:8][OH:9])[C:6]1[CH:10]=[CH:11][CH:12]=[C:4]([N+:1]([O-:3])=[O:2])[CH:5]=1. Procedure details: 32.9 g (0.2 mol) of 3-nitrobenzaldoxime was suspended in 150 g of chloroform and chlorine gas was bubbled into the suspension while maintaining the reaction mixture at a temperature of from 5° to 10° C. 3-Nitrobenzaldoxime went into solution showing a green color upon reaction with chlorine to give a reaction mixture having a deep green color. The reaction mixture turned a pale yellowish-brown upon standing; chloroform was then removed from the reaction mixture under reduced pressure to give 37.... Reactants: C(C)(=O)O[BH-](OC(C)=O)OC(C)=O.[Na+] (sodium triacetoxyborohydride), C(C)(C)(C)OC(=O)NC1CCC(CC1)NC=1C(=C(C(=O)OC)C=C(C1)OCCOC)C (methyl 3-((4-((tert-butoxycarbonyl)amino)cyclohexyl)amino)-5-(2-methoxyethoxy)-2-methylbenzoate), C(C)=O (acetaldehyde), C(C)(=O)O (acetic acid). Run in ClC(C)Cl (dichloroethane). Run at time 20 minute. Product: C(C)(C)(C)OC(=O)NC1CCC(CC1)N(C=1C(=C(C(=O)OC)C=C(C1)OCCOC)C)CC (methyl 3-((4-((tert-butoxycarbonyl)amino)cyclohexyl)-(ethyl)-amino)-5-(2-methoxyethoxy)-2-methylbenzoate). The yield is 93.8%. As a reaction SMILES: [C:1]([O:5][C:6]([NH:8][CH:9]1[CH2:14][CH2:13][CH:12]([NH:15][C:16]2[C:17]([CH3:31])=[C:18]([CH:23]=[C:24]([O:26][CH2:27][CH2:28][O:29][CH3:30])[CH:25]=2)[C:19]([O:21][CH3:22])=[O:20])[CH2:11][CH2:10]1)=[O:7])([CH3:4])([CH3:3])[CH3:2].[CH:32](=O)[CH3:33].C(O)(=O)C.C(O[BH-](OC(=O)C)OC(=O)C)(=O)C.[Na+]>ClC(Cl)C>[C:1]([O:5][C:6]([NH:8][CH:9]1[CH2:14][CH2:13][CH:12]([N:15]([CH2:32][CH3:33])[C:16]2[C:17]([CH3:31])=[C:18]([CH:23]=[C:24]([O:26][CH2:27][CH2:28][O:29][CH3:30])[CH:25]=2)[C:19]([O:21][CH3:22])=[O:20])[CH2:11][CH2:10]1)=[O:7])([CH3:2])([CH3:3])[CH3:4] |f:3.4|. Procedure details: To a stirred solution of methyl 3-((4-((tert-butoxycarbonyl)amino)cyclohexyl)amino)-5-(2-methoxyethoxy)-2-methylbenzoate (1.60 g, 3.67 mmol) and acetaldehyde (0.48 g, 10.9 mmol) in dichloroethane (20 mL) was added acetic acid (1.3 g, 22 mmol) and the reaction mixture stirred at room temperature for 20 minutes. Then sodium triacetoxyborohydride (2.33 g. 11.0 mmol) was added at 0° C. and the reaction was stirred at room temperature for 2 h. The reaction was quenched with aqueous sodium bicarbonate...